Dataset: the Open Reaction Database (ORD), a public repository of structured organic reaction records. Task: describe an organic reaction: reactants, conditions, products, and yield Starting materials: O=Cc1cc(Br)c(O)c(Br)c1, CC(=O)[O-], CC(=O)O, O=C1CNC(=S)N1, [Na+]. Yields the product O=C1NC(=S)NC1=Cc1cc(Br)c(O)c(Br)c1. RXN SMILES: [Br:1][c:2]1[cH:3][c:4]([CH:5]=[O:6])[cH:7][c:8]([Br:11])[c:9]1[OH:10].[CH3:20][C:21](=[O:22])[O-:23].[CH3:24][C:25](=[O:26])[OH:27].[NH:12]1[C:13](=[S:14])[NH:15][C:16](=[O:17])[CH2:18]1.[Na+:19]>>[Br:1][c:2]1[cH:3][c:4]([CH:5]=[C:18]2[NH:12][C:13](=[S:14])[NH:15][C:16]2=[O:17])[cH:7][c:8]([Br:11])[c:9]1[OH:10]. The reactants are CN(C)C=NC1=C(C=NC=C1)O (4-[[(dimethylamino)methylene]amino]-3-pyridinol), C1(=CC=CC=C1)N=C=O (phenyl isocyanate). Run in O1CCCC1 (tetrahydrofuran). Run at time 1.5 hour. Product: C1(=CC=CC=C1)NC(=O)OC=1C=NC=CC1N=CN(C)C (4-[[(Dimethylamino)methylene]amino]-3-pyridinol phenylcarbamate). As a reaction SMILES: [CH3:1][N:2]([CH:4]=[N:5][C:6]1[CH:11]=[CH:10][N:9]=[CH:8][C:7]=1[OH:12])[CH3:3].[C:13]1([N:19]=[C:20]=[O:21])[CH:18]=[CH:17][CH:16]=[CH:15][CH:14]=1>O1CCCC1>[C:13]1([NH:19][C:20]([O:12][C:7]2[CH:8]=[N:9][CH:10]=[CH:11][C:6]=2[N:5]=[CH:4][N:2]([CH3:1])[CH3:3])=[O:21])[CH:18]=[CH:17][CH:16]=[CH:15][CH:14]=1. Procedure: To a warm solution of 4-[[(dimethylamino)methylene]amino]-3-pyridinol (3.0 g) in dry tetrahydrofuran (60 mL) was added phenyl isocyanate (2.05 mL). The reaction mixture was stirred at room temperature for 1.5 hours and filtered. The solid was washed with dry diethyl ether, air dried, and dried under high vacuum and refluxing ethanol for 4 hours to yield 4.19 g of solid, m.p. 151° C. The reactants are CN(C)c1ccncc1, CC1(CO)COC1, Cc1ccc(S(=O)(=O)Cl)cc1, ClCCl. Product: Cc1ccc(S(=O)(=O)OCC2(C)COC2)cc1. RXN SMILES: [CH3:19][N:20]([c:21]1[cH:22][cH:23][n:24][cH:25][cH:26]1)[CH3:27].[CH3:1][C:2]1([CH2:6][OH:7])[CH2:3][O:4][CH2:5]1.[CH3:8][c:9]1[cH:10][cH:11][c:12]([S:15](=[O:16])(=[O:17])[Cl:18])[cH:13][cH:14]1.[Cl:28][CH2:29][Cl:30]>>[CH3:1][C:2]1([CH2:6][O:7][S:15]([c:12]2[cH:11][cH:10][c:9]([CH3:8])[cH:14][cH:13]2)(=[O:16])=[O:17])[CH2:3][O:4][CH2:5]1. Reactants: OC1CN(Cc2ccccc2)CCC12CC2, CO, [Pd]. Product: OC1CNCCC12CC2. As a reaction SMILES: [CH2:1]([c:2]1[cH:3][cH:4][cH:5][cH:6][cH:7]1)[N:8]1[CH2:9][CH:10]([OH:16])[C:11]2([CH2:12][CH2:13]2)[CH2:14][CH2:15]1.[CH3:17][OH:18].[Pd:19]>>[NH:8]1[CH2:9][CH:10]([OH:16])[C:11]2([CH2:12][CH2:13]2)[CH2:14][CH2:15]1. The reactants are Cc1cc(-c2c(Cl)c(=O)c2=O)c2c(C)ccc(C(C)C)cc1-2, Cl, C1COCCO1, O. As a reaction SMILES: [Cl:1][c:2]1[c:3](=[O:22])[c:4](=[O:21])[c:5]1-[c:6]1[cH:7][c:8]([CH3:20])[c:9]2[cH:10][c:11]([CH:17]([CH3:18])[CH3:19])[cH:12][cH:13][c:14]([CH3:16])[c:15]1-2.[ClH:24].[O:25]1[CH2:26][CH2:27][O:28][CH2:29][CH2:30]1.[OH2:23]>>[c:2]1([OH:23])[c:3](=[O:22])[c:4](=[O:21])[c:5]1-[c:6]1[cH:7][c:8]([CH3:20])[c:9]2[cH:10][c:11]([CH:17]([CH3:18])[CH3:19])[cH:12][cH:13][c:14]([CH3:16])[c:15]1-2. The product is Cc1cc(-c2c(O)c(=O)c2=O)c2c(C)ccc(C(C)C)cc1-2. Product: OC(CCC1C(N(C1=O)C1=CC=C(C=C1)NC(CCCCNC(C(CC1=CC=C(C=C1)N=[N+]=[N-])N)=O)=O)C1=CC=C(C=C1)OC)C1=CC=CC=C1 (5-[2-Amino-3-(4-azido-phenyl)-propionylamino]-pentanoic acid{4-[3-(3-hydroxy-3-phenyl-propyl)-2-(4-methoxy-phenyl)-4-oxo-azetidin-1-yl]-phenyl}-amid). Reported procedure: 300 mg (0.33 mmol) of product 11 and 0.8 ml of diethylamine are solved in 4 ml DMF (dimethylformamide) and reacted according to production of compound 9. 42 mg (19%) of compound 12 is obtained in form of an amorphic solid compound: C39H43N7O5 (689.82) MS (ESI+) 690.3 (M+H+). Run in CN(C=O)C (DMF). RXN SMILES: C1C2C(COC(=O)[NH:17][CH:18]([C:29](=[O:67])[NH:30][CH2:31][CH2:32][CH2:33][CH2:34][C:35](=[O:66])[NH:36][C:37]3[CH:42]=[CH:41][C:40]([N:43]4[C:46](=[O:47])[CH:45]([CH2:48][CH2:49][CH:50]([OH:57])[C:51]5[CH:56]=[CH:55][CH:54]=[CH:53][CH:52]=5)[CH:44]4[C:58]4[CH:63]=[CH:62][C:61]([O:64][CH3:65])=[CH:60][CH:59]=4)=[CH:39][CH:38]=3)[CH2:19][C:20]3[CH:25]=[CH:24][C:23]([N:26]=[N+:27]=[N-:28])=[CH:22][CH:21]=3)C3C(=CC=CC=3)C=2C=CC=1.C(NCC)C.OC(C1C=CC=CC=1)CCC1C(=O)N(C2C=CC(NC(=O)CCCCN)=CC=2)C1C1C=CC(OC)=CC=1>CN(C)C=O>[OH:57][CH:50]([C:51]1[CH:52]=[CH:53][CH:54]=[CH:55][CH:56]=1)[CH2:49][CH2:48][CH:45]1[C:46](=[O:47])[N:43]([C:40]2[CH:39]=[CH:38][C:37]([NH:36][C:35](=[O:66])[CH2:34][CH2:33][CH2:32][CH2:31][NH:30][C:29](=[O:67])[CH:18]([NH2:17])[CH2:19][C:20]3[CH:25]=[CH:24][C:23]([N:26]=[N+:27]=[N-:28])=[CH:22][CH:21]=3)=[CH:42][CH:41]=2)[CH:44]1[C:58]1[CH:59]=[CH:60][C:61]([O:64][CH3:65])=[CH:62][CH:63]=1. Reactants: C1=CC=CC=2C3=CC=CC=C3C(C12)COC(NC(CC1=CC=C(C=C1)N=[N+]=[N-])C(NCCCCC(NC1=CC=C(C=C1)N1C(C(C1=O)CCC(C1=CC=CC=C1)O)C1=CC=C(C=C1)OC)=O)=O)=O ([2-(4-Azido-phenyl)-1-(4-{4-[3-(3-hydroxy-3-phenyl-propyl)-2-(4-methoxy-phenyl)-4-oxo-azetidin-1-yl]-phenylcarbamoyl}-butylcarbamoyl)-ethyl]-carbamoic acid-9H-fluoren-9-ylmethyl ester), C(C)NCC (diethylamine), OC(CCC1C(N(C1=O)C1=CC=C(C=C1)NC(CCCCN)=O)C1=CC=C(C=C1)OC)C1=CC=CC=C1 (5-Amino-pentanoic acid-{4-[3-(3-hydroxy-3-phenyl-propyl)-2-(4-methoxy-phenyl)-4-oxo-azetidin-1-yl]-phenyl}-amide). Yield: 18.5%. Starting materials: COC(=O)CBr, Cc1ccccc1, CC(C)[N-]C(C)C, [Li+], C1CCOC1, COc1ccc(C(=O)Cc2ccncc2)cc1. The product is COC(=O)CC(C(=O)c1ccc(OC)cc1)c1ccncc1. RXN SMILES: [Br:26][CH2:27][C:28](=[O:29])[O:30][CH3:31].[CH3:37][c:38]1[cH:39][cH:40][cH:41][cH:42][cH:43]1.[CH:18]([N-:19][CH:20]([CH3:21])[CH3:22])([CH3:23])[CH3:24].[Li+:25].[O:32]1[CH2:33][CH2:34][CH2:35][CH2:36]1.[n:1]1[cH:2][cH:3][c:4]([CH2:7][C:8](=[O:9])[c:10]2[cH:11][cH:12][c:13]([O:16][CH3:17])[cH:14][cH:15]2)[cH:5][cH:6]1>>[n:1]1[cH:2][cH:3][c:4]([CH:7]([C:8](=[O:9])[c:10]2[cH:11][cH:12][c:13]([O:16][CH3:17])[cH:14][cH:15]2)[CH2:27][C:28](=[O:29])[O:30][CH3:31])[cH:5][cH:6]1. Reactants: CC(C)c1nccn1N=Cc1ccccc1, Cl. Yields the product Cl, CC(C)c1nccn1N. Reaction SMILES: [CH:1]([c:2]1[cH:3][cH:4][cH:5][cH:6][cH:7]1)=[N:8][n:9]1[c:10]([CH:14]([CH3:15])[CH3:16])[n:11][cH:12][cH:13]1.[ClH:17]>>[ClH:17].[NH2:8][n:9]1[c:10]([CH:14]([CH3:15])[CH3:16])[n:11][cH:12][cH:13]1. Starting materials: OCC=1C=NC2=CC(=CC=C2C1)CN(C1=CC=CC=C1)C (3-hydroxymethyl-7-(methylphenylamino)methylquinoline). The reagents and catalysts are [O-2].[O-2].[Mn+4] (manganese dioxide). The solvent is C(Cl)(Cl)Cl (chloroform). Run at time 8 hour. Yields the product CN(C1=CC=CC=C1)CC1=CC=C2C=C(C=NC2=C1)C=O (7-(methylphenylamino)methylquinoline-3-carbaldehyde). The yield is 73.0%. As a reaction SMILES: [OH:1][CH2:2][C:3]1[CH:4]=[N:5][C:6]2[C:11]([CH:12]=1)=[CH:10][CH:9]=[C:8]([CH2:13][N:14]([CH3:21])[C:15]1[CH:20]=[CH:19][CH:18]=[CH:17][CH:16]=1)[CH:7]=2>C(Cl)(Cl)Cl.[O-2].[O-2].[Mn+4]>[CH3:21][N:14]([CH2:13][C:8]1[CH:7]=[C:6]2[C:11]([CH:12]=[C:3]([CH:2]=[O:1])[CH:4]=[N:5]2)=[CH:10][CH:9]=1)[C:15]1[CH:20]=[CH:19][CH:18]=[CH:17][CH:16]=1 |f:2.3.4|. Procedure: The above 3-hydroxymethyl-7-(methylphenylamino)methylquinoline (306 mg, 1.10 mmol.) was dissolved in dry chloroform (8 mL). To this was added manganese dioxide (0.95 g), and the mixture was stirred overnight at room temperature. The reaction mixture was filtered over Celite®, and the residue was washed with chloroform. The chloroform washings were combined with the filtrate. The solvent was distilled off under reduced pressure, to leave the desired compound as brown oil (222 mg, yield: 73%).